The task is: describe an organic reaction: reactants, conditions, products, and yield. This data is from the Open Reaction Database (ORD), a public repository of structured organic reaction records. The reactants are B#B (diborane), FC1=CC=C(OCC(=O)O)C=C1 (2-(p-fluorophenoxy)acetic acid), ice, C(Cl)(Cl)Cl (chloroform). The solvent is O1CCCC1 (tetrahydrofuran), O1CCCC1 (tetrahydrofuran). Run at time 8 hour. Yields the product FC1=CC=C(OCCO)C=C1 (2-(p-Fluorophenoxy)ethanol). Yield: 94.9%. RXN SMILES: B#B.[F:3][C:4]1[CH:14]=[CH:13][C:7]([O:8][CH2:9][C:10](O)=[O:11])=[CH:6][CH:5]=1.C(Cl)(Cl)Cl>O1CCCC1>[F:3][C:4]1[CH:14]=[CH:13][C:7]([O:8][CH2:9][CH2:10][OH:11])=[CH:6][CH:5]=1. Reported procedure: To 200 ml of 1 Molar diborane in tetrahydrofuran (chilled to 5°-10° C.) is added dropwise 17.0 g of 2-(p-fluorophenoxy)acetic acid in 100 ml of tetrahydrofuran. The mixture is stirred overnight and poured into 100 g of ice and 250 ml of chloroform. The organic layer is separated and the aqueous layer extracted with chloroform. The organic layer and extracts are combined, dried (MgSO4) and the solvent removed under vacuum. The residual pale yellow oil is distilled to give the product (14.8 g) as ... Starting materials: [N+](#[C-])CC(=O)OC (methyl isocyanoacetate), N1CCC=C1 (dihydro-1H-pyrrole). Run at temperature 50 celsius, time 5 hour. Yields the product [N+](#[C-])CC(=O)N1CC=CC1 (2-Isocyano-1-(2H-pyrrol-1(5H)-yl)ethanone). Yield: 73.0%. As a reaction SMILES: [N+:1]([CH2:3][C:4]([O:6]C)=O)#[C-:2].[NH:8]1[CH:12]=[CH:11][CH2:10][CH2:9]1>>[N+:1]([CH2:3][C:4]([N:8]1[CH2:12][CH:11]=[CH:10][CH2:9]1)=[O:6])#[C-:2]. Procedure: Prepared in accordance with Method B with methyl isocyanoacetate (1.00 g, 10.10 mmol) and dihydro-1H-pyrrole (1.01 mL, 15.15 mmol). The reaction mixture was stirred 5 h at 50° C. and concentrated. The residue was dissolved in dichloromethane (50 mL) and the organic layer was washed with 10% aqueous citric acid (2×25 mL), dried over MgSO4, filtered and evaporated. 2-Isocyano-1-(2H-pyrrol-1(5H)-yl)ethanone SLA 07178 was obtained (1.0 g, 73% yield) as a yellow solid. Reactants: C1CCOC1, COOC(=O)c1ccc(OCC(F)(F)F)c(F)c1, Cl, [Na+], [OH-], O. The product is O=C(O)c1ccc(OCC(F)(F)F)c(F)c1. As a reaction SMILES: [CH2:22]1[O:23][CH2:24][CH2:25][CH2:26]1.[CH3:1][O:2][O:3][C:4]([c:5]1[cH:6][cH:7][c:8]([O:12][CH2:13][C:14]([F:15])([F:16])[F:17])[c:9]([F:11])[cH:10]1)=[O:18].[ClH:21].[Na+:20].[OH-:19].[OH2:27]>>[O:3]=[C:4]([c:5]1[cH:6][cH:7][c:8]([O:12][CH2:13][C:14]([F:15])([F:16])[F:17])[c:9]([F:11])[cH:10]1)[OH:18]. The reactants are CC(C)(C)C1CCC(N)CC1, CC(=O)O, [BH3-]C#N, COC(=O)c1ccc(C=O)cc1, CO, [Na+]. The product is COC(=O)c1ccc(CNC2CCC(C(C)(C)C)CC2)cc1. Reaction SMILES: [C:13]([CH3:14])([CH3:15])([CH3:16])[CH:17]1[CH2:18][CH2:19][CH:20]([NH2:23])[CH2:21][CH2:22]1.[C:24]([OH:25])(=[O:26])[CH3:27].[C:28]([BH3-:29])#[N:30].[CH3:1][O:2][C:3]([c:4]1[cH:5][cH:6][c:7]([CH:10]=[O:11])[cH:8][cH:9]1)=[O:12].[CH3:32][OH:33].[Na+:31]>>[CH3:1][O:2][C:3]([c:4]1[cH:5][cH:6][c:7]([CH2:10][NH:23][CH:20]2[CH2:19][CH2:18][CH:17]([C:13]([CH3:14])([CH3:15])[CH3:16])[CH2:22][CH2:21]2)[cH:8][cH:9]1)=[O:12]. Reactants: ON1C(CC2(CCCC2)CC1=O)=O (8-hydroxy-8-azaspiro[4.5]decan-7,9-dione), C(C)(C)N(CC)C(C)C (diisopropylethylamine), BrCCBr (1,2-dibromoethane). The solvent is CC#N (CH3CN). Reaction conditions: time 7 hour. Product: BrCCON1C(CC2(CCCC2)CC1=O)=O (8-(2-Bromoethyloxy)-8-azaspiro[4.5]decan-7,9-dione). RXN SMILES: [OH:1][N:2]1[C:11](=[O:12])[CH2:10][C:5]2([CH2:9][CH2:8][CH2:7][CH2:6]2)[CH2:4][C:3]1=[O:13].C(N(C(C)C)CC)(C)C.[Br:23][CH2:24][CH2:25]Br>CC#N>[Br:23][CH2:24][CH2:25][O:1][N:2]1[C:11](=[O:12])[CH2:10][C:5]2([CH2:6][CH2:7][CH2:8][CH2:9]2)[CH2:4][C:3]1=[O:13]. Reported procedure: To a solution of 8-hydroxy-8-azaspiro[4.5]decan-7,9-dione (30 g) in 600 ml of dry CH3CN were added diisopropylethylamine (57 ml) and 1,2-dibromoethane (42.4 ml). The mixture was heated to 70° with stirring. After 7 hours, heating was discontinued and the mixture was stirred at room temperature for 48 hours.